From a dataset of the Open Reaction Database (ORD), a public repository of structured organic reaction records. describe an organic reaction: reactants, conditions, products, and yield The reactants are C(C)(C)(C)[C@@H]1CC[C@H](CC1)OC=1C=C2C(=CC(=NC2=CC1)C)C(F)(F)F (6-(trans-4-tert-Butyl-cyclohexyloxy)-2-methyl-4-trifluoromethyl-quinoline), BrC1=CC(=NC2=CC=C(C=C12)O)C (4-Bromo-2-methyl-quinolin-6-ol). The product is BrC1=CC(=NC2=CC=C(C=C12)O[C@@H]1CC[C@H](CC1)C(C)(C)C)C (4-Bromo-6-(trans-4-tert-butyl-cyclohexyloxy)-2-methyl-quinoline). As a reaction SMILES: [C:1]([C@H:5]1[CH2:10][CH2:9][C@H:8]([O:11][C:12]2[CH:13]=[C:14]3[C:19](=[CH:20][CH:21]=2)[N:18]=[C:17]([CH3:22])[CH:16]=[C:15]3C(F)(F)F)[CH2:7][CH2:6]1)([CH3:4])([CH3:3])[CH3:2].[Br:27]C1C2C(=CC=C(O)C=2)N=C(C)C=1>>[Br:27][C:15]1[C:14]2[C:19](=[CH:20][CH:21]=[C:12]([O:11][C@H:8]3[CH2:9][CH2:10][C@H:5]([C:1]([CH3:4])([CH3:3])[CH3:2])[CH2:6][CH2:7]3)[CH:13]=2)[N:18]=[C:17]([CH3:22])[CH:16]=1. Procedure: Synthesized as per 6-(trans-4-tert-Butyl-cyclohexyloxy)-2-methyl-4-trifluoromethyl-quinoline using 4-Bromo-2-methyl-quinolin-6-ol as starting material. ESI-MS(M+H+): 378.1. Reactants: COc1cccc(CC#N)c1, ClCCOCCCl, [H-], [Na+], CN(C)C=O. The product is COc1cccc(C2(C#N)CCOCC2)c1. As a reaction SMILES: [CH3:1][O:2][c:3]1[cH:4][c:5]([CH2:9][C:10]#[N:11])[cH:6][cH:7][cH:8]1.[Cl:14][CH2:15][CH2:16][O:17][CH2:18][CH2:19][Cl:20].[H-:13].[Na+:12].[O:21]=[CH:22][N:23]([CH3:24])[CH3:25]>>[CH3:1][O:2][c:3]1[cH:4][c:5]([C:9]2([C:10]#[N:11])[CH2:15][CH2:16][O:17][CH2:18][CH2:19]2)[cH:6][cH:7][cH:8]1. Reactants: O=C(Cl)c1ccccc1, O=C([O-])O, [Li]CCCC, CCOC(C)OC1C(=O)NC1c1ccccc1, C1CCOC1, CCCCCC, [Na+]. The product is CCOC(C)OC1C(=O)N(C(=O)c2ccccc2)C1c1ccccc1. RXN SMILES: [C:23]([c:24]1[cH:25][cH:26][cH:27][cH:28][cH:29]1)(=[O:30])[Cl:31].[C:43](=[O:44])([OH:45])[O-:46].[CH2:18]([Li:19])[CH2:20][CH2:21][CH3:22].[CH2:1]([CH3:2])[O:3][CH:4]([CH3:5])[O:6][CH:7]1[C:8](=[O:17])[NH:9][CH:10]1[c:11]1[cH:12][cH:13][cH:14][cH:15][cH:16]1.[CH2:32]1[O:33][CH2:34][CH2:35][CH2:36]1.[CH3:37][CH2:38][CH2:39][CH2:40][CH2:41][CH3:42].[Na+:47]>>[CH2:1]([CH3:2])[O:3][CH:4]([CH3:5])[O:6][CH:7]1[C:8](=[O:17])[N:9]([C:23]([c:24]2[cH:25][cH:26][cH:27][cH:28][cH:29]2)=[O:30])[CH:10]1[c:11]1[cH:12][cH:13][cH:14][cH:15][cH:16]1. The reactants are C1(CCC=CC1)C=CC1CCC=CC1 (1,2-dicyclohex-4-enyl ethylene), C=C(C)C (isobutene). Conditions: time 1 hour. Yields the product 1,2-dicyclohex-4-vinyl ethylene, C(=C(C)C)C1CC=CCC1 (4-isobutenylcyclohexene), C(=C)C1CC=CCC1 (4-vinylcyclohexene). The yield is 31.3%. Reaction SMILES: [CH:1]1([CH:7]=[CH:8][CH:9]2[CH2:14][CH:13]=[CH:12][CH2:11][CH2:10]2)[CH2:6][CH:5]=[CH:4][CH2:3][CH2:2]1.[CH2:15]=C(C)C>>[CH:8]([CH:9]1[CH2:10][CH2:11][CH:12]=[CH:13][CH2:14]1)=[C:7]([CH3:1])[CH3:15].[CH:7]([CH:1]1[CH2:6][CH2:5][CH:4]=[CH:3][CH2:2]1)=[CH2:8]. Procedure details: 13.1 g of the catayst prepared in Example 17 was charged into a steel reactor under a blanket of nitrogen. To this was added 8.4 g of 1,2-dicyclohex-4-enyl ethylene and 27 g of isobutene. The reactor was sealed and rocked. After 1 hour at ambient temperature, the products were analysed. 3.7% of the 1,2-dicyclohex-4-vinyl ethylene was converted affording dismutation products with the following selectivities 31.3% 4-isobutenylcyclohexene and 69.% 4-vinylcyclohexene. Reactants: C=CCBr, [K+], C1COCCOCCOCCOCCOCCO1, C1CCOC1, CC1(CN2CCN(c3cccc4c3OCCO4)CC2)N=C(c2cccnc2)NC1=O, [OH-]. Product: C=CCN1C(=O)C(C)(CN2CCN(c3cccc4c3OCCO4)CC2)N=C1c1cccnc1. Reaction SMILES: [CH2:1]([CH:2]=[CH2:3])[Br:4].[K+:36].[O:37]1[CH2:38][CH2:39][O:40][CH2:41][CH2:42][O:43][CH2:44][CH2:45][O:46][CH2:47][CH2:48][O:49][CH2:50][CH2:51][O:52][CH2:53][CH2:54]1.[O:55]1[CH2:56][CH2:57][CH2:58][CH2:59]1.[O:5]1[CH2:6][CH2:7][O:8][c:9]2[c:10]1[cH:11][cH:12][cH:13][c:14]2[N:15]1[CH2:16][CH2:17][N:18]([CH2:21][C:22]2([CH3:34])[N:23]=[C:24]([c:28]3[cH:29][n:30][cH:31][cH:32][cH:33]3)[NH:25][C:26]2=[O:27])[CH2:19][CH2:20]1.[OH-:35]>>[CH2:1]([CH:2]=[CH2:3])[N:25]1[C:24]([c:28]2[cH:29][n:30][cH:31][cH:32][cH:33]2)=[N:23][C:22]([CH2:21][N:18]2[CH2:17][CH2:16][N:15]([c:14]3[c:9]4[c:10]([cH:11][cH:12][cH:13]3)[O:5][CH2:6][CH2:7][O:8]4)[CH2:20][CH2:19]2)([CH3:34])[C:26]1=[O:27]. The reactants are CCO, O=C(c1ccc(CBr)cc1)c1ccc(Cl)nc1, O, Cn1c(S)nc2ccsc2c1=O. Product: Cn1c(SCc2ccc(C(=O)c3ccc(Cl)nc3)cc2)nc2ccsc2c1=O. Reaction SMILES: [CH3:30][CH2:31][OH:32].[Cl:13][c:14]1[n:15][cH:16][c:17]([C:18](=[O:19])[c:20]2[cH:21][cH:22][c:23]([CH2:24][Br:25])[cH:26][cH:27]2)[cH:28][cH:29]1.[OH2:33].[SH:1][c:2]1[n:3]([CH3:12])[c:4](=[O:11])[c:5]2[c:6]([n:7]1)[cH:8][cH:9][s:10]2>>[S:1]([c:2]1[n:3]([CH3:12])[c:4](=[O:11])[c:5]2[c:6]([n:7]1)[cH:8][cH:9][s:10]2)[CH2:24][c:23]1[cH:22][cH:21][c:20]([C:18]([c:17]2[cH:16][n:15][c:14]([Cl:13])[cH:29][cH:28]2)=[O:19])[cH:27][cH:26]1. As a reaction SMILES: C([Li])CCC.C(NC(C)C)(C)C.[C:13](#[N:17])[CH2:14][CH:15]=[CH2:16].Br[CH2:19][C:20]([O:22][CH2:23][CH3:24])=[O:21].[Cl-].[NH4+]>C1COCC1>[C:13]([CH:14]([CH:15]=[CH2:16])[CH2:19][C:20]([O:22][CH2:23][CH3:24])=[O:21])#[N:17] |f:4.5|. Reported procedure: n-Butyllithium (2.5 M in THF, 33 mL, 82 mmol) was added dropwise to a solution of diisopropylamine (9.0 g, 90 mmol) in THF at −78° C. The reaction mixture was stirred at −78° C. for 1 hour. To the mixture was added a solution of 3-butenenitrile (5.0 g, 74.6 mmol) in THF (30 mL) dropwise at −78° C. The resultant mixture was stirred at the temperature for 1 hour, then a solution of ethyl bromoacetate (13.7 g, 82.06 mmol) in THF (30 mL) was added dropwise at −78° C. to the reaction mixture. The rea... Solvent: C1CCOC1 (THF), C1CCOC1 (THF), C1CCOC1 (THF). Reactants: C(CCC)[Li] (n-Butyllithium), C(C)(C)NC(C)C (diisopropylamine), resultant mixture, C(CC=C)#N (3-butenenitrile), BrCC(=O)OCC (ethyl bromoacetate), [Cl-].[NH4+] (ammonium chloride). Yields the product C(#N)C(CC(=O)OCC)C=C (ethyl 3-cyanopent-4-enoate). Conditions: temperature -78 celsius, time 1 hour. Reactants: BrC1=CC=C(C=C1)O (4-bromophenol), C(C1=CC=CC=C1)Br (benzyl bromide), C([O-])([O-])=O.[Cs+].[Cs+] (cesium carbonate), Intermediate 76. Product: C(C1=CC=CC=C1)C1=C(C=CC(=C1)Br)OC1=C(C=C(C=C1)Br)CC1=CC=CC=C1 (Benzyl-4-bromophenylether). The yield is 84.7%. As a reaction SMILES: [Br:1][C:2]1[CH:7]=[CH:6][C:5](O)=[CH:4][CH:3]=1.[CH2:9](Br)[C:10]1[CH:15]=[CH:14][CH:13]=[CH:12][CH:11]=1.[C:17](=[O:20])([O-])[O-].[Cs+].[Cs+]>>[CH2:9]([C:6]1[CH:7]=[C:2]([Br:1])[CH:3]=[CH:4][C:5]=1[O:20][C:17]1[CH:6]=[CH:7][C:2]([Br:1])=[CH:3][C:4]=1[CH2:9][C:10]1[CH:15]=[CH:14][CH:13]=[CH:12][CH:11]=1)[C:10]1[CH:15]=[CH:14][CH:13]=[CH:12][CH:11]=1 |f:2.3.4|. Procedure: The title compound (6.22 g, 82%) was prepared from 4-bromophenol (5.0 g, 28.9 mmol), benzyl bromide (3.44 ml, 28.9 mmol) and cesium carbonate (10.36 g, 31.8 mmol) in a similar manner to Intermediate 76. 1H NMR (CDCl3) δ 7.50-7.30 (7H, m), 6.86 (2H, d, J 8.8 Hz) and 5.05 (2H, s). Starting materials: Cc1ccccc1, Clc1ccc(C2=NNCC2)cc1, O=C=Nc1ccc(Cl)c(Cl)c1OC(F)F. Yields the product O=C(Nc1ccc(Cl)c(Cl)c1OC(F)F)N1CCC(c2ccc(Cl)cc2)=N1. RXN SMILES: [CH3:28][c:29]1[cH:30][cH:31][cH:32][cH:33][cH:34]1.[Cl:16][c:17]1[cH:18][cH:19][c:20]([C:23]2=[N:24][NH:25][CH2:26][CH2:27]2)[cH:21][cH:22]1.[Cl:1][c:2]1[c:3]([O:12][CH:13]([F:14])[F:15])[c:4]([N:9]=[C:10]=[O:11])[cH:5][cH:6][c:7]1[Cl:8]>>[Cl:1][c:2]1[c:3]([O:12][CH:13]([F:14])[F:15])[c:4]([NH:9][C:10](=[O:11])[N:25]2[N:24]=[C:23]([c:20]3[cH:19][cH:18][c:17]([Cl:16])[cH:22][cH:21]3)[CH2:27][CH2:26]2)[cH:5][cH:6][c:7]1[Cl:8]. Starting materials: O=S1(=O)CCN(C2CCN(Cc3ccccc3)C2)CC1, CCO, Cl, N#N, [Pd]. Product: O=S1(=O)CCN(C2CCNC2)CC1. As a reaction SMILES: [CH2:1]([c:2]1[cH:3][cH:4][cH:5][cH:6][cH:7]1)[N:8]1[CH2:9][CH:10]([N:13]2[CH2:14][CH2:15][S:16](=[O:19])(=[O:20])[CH2:17][CH2:18]2)[CH2:11][CH2:12]1.[CH3:24][CH2:25][OH:26].[ClH:21].[N:22]#[N:23].[Pd:27]>>[NH:8]1[CH2:9][CH:10]([N:13]2[CH2:14][CH2:15][S:16](=[O:19])(=[O:20])[CH2:17][CH2:18]2)[CH2:11][CH2:12]1.